From a dataset of the Open Reaction Database (ORD), a public repository of structured organic reaction records. describe an organic reaction: reactants, conditions, products, and yield Starting materials: CC1(OCCO1)C1=CC=C(O1)CN1N=CC(=C1)N (1-[5-(2-methyl-[1,3]dioxolan-2-yl)-furan-2-ylmethyl]-1H-pyrazol-4-ylamine), FC=1C=C(C=CC1)C1=C(N=C(O1)C)C(=O)O (5-(3-fluoro-phenyl)-2-methyl-oxazole-4-carboxylic acid), 05b. Product: C(C)(=O)C1=CC=C(O1)CN1N=CC(=C1)NC(=O)C=1N=C(OC1C1=CC(=CC=C1)F)C (5-(3-Fluoro-phenyl)-2-methyl-oxazole-4-carboxylic acid [1-(5-acetyl-furan-2-ylmethyl)-1H-pyrazol-4-yl]-amide). Reaction SMILES: [CH3:1][C:2]1([C:7]2[O:11][C:10]([CH2:12][N:13]3[CH:17]=[C:16]([NH2:18])[CH:15]=[N:14]3)=[CH:9][CH:8]=2)[O:6]CCO1.[F:19][C:20]1[CH:21]=[C:22]([C:26]2[O:30][C:29]([CH3:31])=[N:28][C:27]=2[C:32](O)=[O:33])[CH:23]=[CH:24][CH:25]=1>>[C:2]([C:7]1[O:11][C:10]([CH2:12][N:13]2[CH:17]=[C:16]([NH:18][C:32]([C:27]3[N:28]=[C:29]([CH3:31])[O:30][C:26]=3[C:22]3[CH:23]=[CH:24][CH:25]=[C:20]([F:19])[CH:21]=3)=[O:33])[CH:15]=[N:14]2)=[CH:9][CH:8]=1)(=[O:6])[CH3:1]. Reported procedure: Following general procedure B followed by T, starting from 1-[5-(2-methyl-[1,3]dioxolan-2-yl)-furan-2-ylmethyl]-1H-pyrazol-4-ylamine and 5-(3-fluoro-phenyl)-2-methyl-oxazole-4-carboxylic acid. LC-MS-conditions 05b: tR=1.06 min; [M+H]+=409.11. Reactants: N([C@@H](CC1=CC=CC=C1)C(=O)NCC(=O)N[C@@H](CC(C)C)C(=O)N[C@@H](CCC(N)=O)C(=O)NC1=CC=C2C(=CC(OC2=C1)=O)C)C(=O)OC(C)(C)C (Boc-Phe-Gly-Leu-Gln-AMC), FC(C(=O)O)(F)F (trifluoroacetic acid). The solvent is C1(=CC=CC=C1)C (Toluene), C1(=CC=CC=C1)C (toluene). Yields the product N[C@@H](CC1=CC=CC=C1)C(=O)NCC(=O)N[C@@H](CC(C)C)C(=O)N[C@@H](CCC(N)=O)C(=O)NC1=CC=C2C(=CC(OC2=C1)=O)C.FC(F)(F)C(=O)O (H-Phe-Gly-Leu-Gln-AMC trifluoroacetate). Reaction SMILES: [NH:1](C(OC(C)(C)C)=O)[C@H:2]([C:10]([NH:12][CH2:13][C:14]([NH:16][C@H:17]([C:22]([NH:24][C@H:25]([C:31]([NH:33][C:34]1[CH:43]=[C:42]2[C:37]([C:38]([CH3:45])=[CH:39][C:40](=[O:44])[O:41]2)=[CH:36][CH:35]=1)=[O:32])[CH2:26][CH2:27][C:28](=[O:30])[NH2:29])=[O:23])[CH2:18][CH:19]([CH3:21])[CH3:20])=[O:15])=[O:11])[CH2:3][C:4]1[CH:9]=[CH:8][CH:7]=[CH:6][CH:5]=1.[F:53][C:54]([F:59])([F:58])[C:55]([OH:57])=[O:56]>C1(C)C=CC=CC=1>[NH2:1][C@H:2]([C:10]([NH:12][CH2:13][C:14]([NH:16][C@H:17]([C:22]([NH:24][C@H:25]([C:31]([NH:33][C:34]1[CH:43]=[C:42]2[C:37]([C:38]([CH3:45])=[CH:39][C:40](=[O:44])[O:41]2)=[CH:36][CH:35]=1)=[O:32])[CH2:26][CH2:27][C:28](=[O:30])[NH2:29])=[O:23])[CH2:18][CH:19]([CH3:20])[CH3:21])=[O:15])=[O:11])[CH2:3][C:4]1[CH:5]=[CH:6][CH:7]=[CH:8][CH:9]=1.[F:53][C:54]([C:55]([OH:57])=[O:56])([F:59])[F:58] |f:3.4|. Reported procedure: Boc-Phe-Gly-Leu-Gln-AMC (0.63 g) was deblocked by treatment with trifluoroacetic acid at about 23°. Toluene was added to the resulting reaction mixture, and then the combined solvents were evaporated at reduced pressure , leaving a residue. This residue was redissolved in toluene, and the solvent was then evaporated again to leave a residue, which was dried in vacuo overnight over solid potassium hydroxide to provide 0.69 g of white, solid H-Phe-Gly-Leu-Gln-AMC trifluoroacetate. TLC with 1-butan... Reactants: CC(C)(C)OC(=O)N1CCC(Oc2c(Cl)cccc2Cl)CC1, ClCCl, O=C(O)C(F)(F)F. The product is Clc1cccc(Cl)c1OC1CCNCC1, O=C(O)C(F)(F)F. RXN SMILES: [Cl:1][c:2]1[c:3]([O:4][CH:5]2[CH2:6][CH2:7][N:8]([C:11]([O:12][C:13]([CH3:14])([CH3:15])[CH3:16])=[O:17])[CH2:9][CH2:10]2)[c:18]([Cl:22])[cH:19][cH:20][cH:21]1.[Cl:30][CH2:31][Cl:32].[F:23][C:24]([C:25](=[O:26])[OH:27])([F:28])[F:29]>>[Cl:1][c:2]1[c:3]([O:4][CH:5]2[CH2:6][CH2:7][NH:8][CH2:9][CH2:10]2)[c:18]([Cl:22])[cH:19][cH:20][cH:21]1.[F:23][C:24]([C:25](=[O:26])[OH:27])([F:28])[F:29]. The reactants are CCCCCC.C(C)(=O)OCC (hexane ethyl acetate), O1CCN(CC1)C1=CCCC1 (1-morpholino-1-cyclopentene), BrC=1C=C(C=CC1)N=C=O (3-bromophenylisocyanate). Procedure: 15.2 ml (101 mmol) of 1-morpholino-1-cyclopentene is carefully added in drops to a solution of 20.0 g (101 mmol) of 3-bromophenylisocyanate in 100 ml of chloroform. The batch is refluxed for 15 minutes and concentrated by evaporation in a vacuum. Column chromatography on silica gel with hexane-ethyl acetate yielded 25.0 g (88.6 mmol) of cyclopentan-2-one-1-carboxylic acid-(3-bromophenyl)amide. The latter is mixed with 83 ml of concentrated sulfuric acid and stirred for 30 minutes at 90° C. After... Yields the product BrC=1C=C(C=CC1)NC(=O)C1C(CCC1)=O (cyclopentan-2-one-1-carboxylic acid-(3-bromophenyl)amide). The solvent is C(Cl)(Cl)Cl (chloroform). As a reaction SMILES: O1CCN([C:7]2[CH2:11][CH2:10][CH2:9][CH:8]=2)CC1.[Br:12][C:13]1[CH:14]=[C:15]([N:19]=[C:20]=[O:21])[CH:16]=[CH:17][CH:18]=1.CCCCCC.C(OCC)(=[O:30])C>C(Cl)(Cl)Cl>[Br:12][C:13]1[CH:14]=[C:15]([NH:19][C:20]([CH:7]2[CH2:8][CH2:9][CH2:10][C:11]2=[O:30])=[O:21])[CH:16]=[CH:17][CH:18]=1 |f:2.3|. Starting materials: ClC(COC(=O)NC1=NOC=C1)(Cl)Cl (3-(2,2,2-trichloroethyloxycarbonylamino)isoxazole), OC[C@H]1CN(C(O1)=O)C1=CC(=C(C=C1)N1CCOCC1)F (5(R)-hydroxymethyl-3-(3-fluoro-4-morpholinophenyl)oxazolidin-2-one), C(CCC)P(CCCC)CCCC (tributylphosphine), N(=NC(=O)N1CCCCC1)C(=O)N1CCCCC1 (1,1′-(azodicarbonyl)dipiperidine). Run in O1CCCC1 (tetrahydrofuran), O1CCCC1 (tetrahydrofuran). Reaction conditions: time 4 day. Yields the product O1N=C(C=C1)NC[C@H]1CN(C(O1)=O)C1=CC(=C(C=C1)N1CCOCC1)F (5(S)-Isoxazol-3-ylaminomethyl-3-(3-fluoro-4-morpholinophenyl)-oxazolidin-2-one). Yield: 331.2%. As a reaction SMILES: ClC(Cl)(Cl)CO[C:5]([NH:7][C:8]1[CH:12]=[CH:11][O:10][N:9]=1)=O.OC[C@@H:17]1[O:21][C:20](=[O:22])[N:19]([C:23]2[CH:28]=[CH:27][C:26]([N:29]3[CH2:34][CH2:33][O:32][CH2:31][CH2:30]3)=[C:25]([F:35])[CH:24]=2)[CH2:18]1.C(P(CCCC)CCCC)CCC.N(C(N1CCCCC1)=O)=NC(N1CCCCC1)=O>O1CCCC1>[O:10]1[CH:11]=[CH:12][C:8]([NH:7][CH2:5][C@@H:17]2[O:21][C:20](=[O:22])[N:19]([C:23]3[CH:28]=[CH:27][C:26]([N:29]4[CH2:34][CH2:33][O:32][CH2:31][CH2:30]4)=[C:25]([F:35])[CH:24]=3)[CH2:18]2)=[N:9]1. Procedure details: To a stirred solution of 3-(2,2,2-trichloroethyloxycarbonylamino)isoxazole (260 mg, 1.0 mmol), 5(R)-hydroxymethyl-3-(3-fluoro-4-morpholinophenyl)oxazolidin-2-one (see WO 95/07271; 293 mg, 1 mmol) and tributylphosphine (303 mg, 1.5 mmol) in dry tetrahydrofuran (10 ml) at 0° C. under a nitrogen atmosphere, was added 1,1′-(azodicarbonyl)dipiperidine (378.5 mg, 1.5 mmol) in dry tetrahydrofuran (3 ml). The reaction allowed to warm to room temperature and was stirred for 4 days by which time a white s...